Task: describe an organic reaction: reactants, conditions, products, and yield. Dataset: the Open Reaction Database (ORD), a public repository of structured organic reaction records Starting materials: FC(C1=CC=C(OC2=CC=C(OC(C(=CCO)OC)C)C=C2)C=C1)(F)F (4-[4-(4-trifluoromethylphenoxy)phenoxy]-3-methoxy-2-penten-1-ol), HClO4. Solvent: C(Cl)Cl (CH2Cl2). Product: FC(C1=CC=C(OC2=CC=C(OC(C(C=C)=O)C)C=C2)C=C1)(F)F (4-[4-(4-trifluoromethylphenoxy)phenoxy]-3-oxo-1-pentene). Reaction SMILES: [F:1][C:2]([F:26])([F:25])[C:3]1[CH:24]=[CH:23][C:6]([O:7][C:8]2[CH:22]=[CH:21][C:11]([O:12][CH:13]([CH3:20])[C:14]([O:18]C)=[CH:15][CH2:16]O)=[CH:10][CH:9]=2)=[CH:5][CH:4]=1>C(Cl)Cl>[F:1][C:2]([F:25])([F:26])[C:3]1[CH:24]=[CH:23][C:6]([O:7][C:8]2[CH:22]=[CH:21][C:11]([O:12][CH:13]([CH3:20])[C:14](=[O:18])[CH:15]=[CH2:16])=[CH:10][CH:9]=2)=[CH:5][CH:4]=1. Procedure: The alcohol (600 mg) is stirred with 5 ml of 35% HClO4 in CH2Cl2 (5 ml) for about 20 minutes. The solution is then extracted with CH2Cl2 followed by washing, drying and evaporation. The product is then purified by prep. thin layer chromatography to give 4-[4-(4-trifluoromethylphenoxy)phenoxy]-3-oxo-1-pentene, MS m/e 336 (M+). Starting materials: C(#N)C1=CC=C(C=C1)N1C(=NC=C1)C (1-(4-cyanophenyl)-2-methylimidazole), ClN1C(CCC1=O)=O (N-chlorosuccinimide). The solvent is C(Cl)(Cl)Cl (chloroform). The product is ClC1=CN=C(N1C1=CC=C(C=C1)C#N)C (5-Chloro-1-(4-cyanophenyl)-2-methylimidazole). Reaction SMILES: [C:1]([C:3]1[CH:8]=[CH:7][C:6]([N:9]2[CH:13]=[CH:12][N:11]=[C:10]2[CH3:14])=[CH:5][CH:4]=1)#[N:2].[Cl:15]N1C(=O)CCC1=O>C(Cl)(Cl)Cl>[Cl:15][C:13]1[N:9]([C:6]2[CH:5]=[CH:4][C:3]([C:1]#[N:2])=[CH:8][CH:7]=2)[C:10]([CH3:14])=[N:11][CH:12]=1. Procedure: A solution of 1-(4-cyanophenyl)-2-methylimidazole (3 g, 16.4 mmol) and N-chlorosuccinimide (2.18 g, 16.3 mmol) in chloroform (180 ml) was heated at reflux for 4 hours, then washed with water, dried over magnesium sulphate and evaporated to a yellow solid. Trituration with ether left a pale-yellow solid (2.38 g, 67%). The reactants are [BH4-].[Na+] (NaBH4), ClC=1C(=CC(=NC1)CCCOC)C=NC1CC1 ([5-chloro-2-(3-methoxy-propyl)-pyridin-4-ylmethylene]-cyclopropyl-amine), [BH4-].[Na+] (NaBH4). Solvent: CO (MeOH). Run at temperature 0 celsius, time 8 hour. Yields the product ClC=1C(=CC(=NC1)CCCOC)CNC1CC1 ([5-Chloro-2-(3-methoxy-propyl)-pyridin-4-ylmethyl]-cyclopropyl-amine). As a reaction SMILES: [Cl:1][C:2]1[C:3]([CH:13]=[N:14][CH:15]2[CH2:17][CH2:16]2)=[CH:4][C:5]([CH2:8][CH2:9][CH2:10][O:11][CH3:12])=[N:6][CH:7]=1.[BH4-].[Na+]>CO>[Cl:1][C:2]1[C:3]([CH2:13][NH:14][CH:15]2[CH2:17][CH2:16]2)=[CH:4][C:5]([CH2:8][CH2:9][CH2:10][O:11][CH3:12])=[N:6][CH:7]=1 |f:1.2|. Reported procedure: A mixture of 5-chloro-2-(3-methoxy-propyl)-pyridine-4-carbaldehyde (21.0 g, 98.2 mmol) and cyclopropylamine (13.8 mL, 196 mmol) in MeOH (450 mL) was stirred at rt overnight. NaBH4 (4.83 g, 128 mmol) was added at 0° C., and the mixture was stirred at rt overnight. Ice was added, and the mixture was concentrated under reduced pressure. The crude product was dissolved in EtOAc, and this mixture was washed with aq. 1 M NaOH. The aq. layer was extracted back with EtOAc. The combined org. extracts wer... The reactants are CCN=C=NCCCN(C)C, CN(C)CCCOc1ccccc1CC(=O)O, ClCCl, On1nnc2ccccc21, OC1CCC(c2ccccc2)(c2ccccc2)C2CNCC12. Product: CN(C)CCCOc1ccccc1CC(=O)N1CC2C(O)CCC(c3ccccc3)(c3ccccc3)C2C1. Reaction SMILES: [CH3:1][N:2]([CH3:3])[CH2:4][CH2:5][CH2:6][N:7]=[C:8]=[N:9][CH2:10][CH3:11].[CH3:34][N:35]([CH2:36][CH2:37][CH2:38][O:39][c:40]1[c:41]([CH2:46][C:47](=[O:48])[OH:49])[cH:42][cH:43][cH:44][cH:45]1)[CH3:50].[Cl:61][CH2:62][Cl:63].[OH:51][n:52]1[c:53]2[cH:54][cH:55][cH:56][cH:57][c:58]2[n:59][n:60]1.[c:12]1([C:18]2([c:28]3[cH:29][cH:30][cH:31][cH:32][cH:33]3)[CH2:19][CH2:20][CH:21]([OH:27])[CH:22]3[CH2:23][NH:24][CH2:25][CH:26]23)[cH:13][cH:14][cH:15][cH:16][cH:17]1>>[c:12]1([C:18]2([c:28]3[cH:29][cH:30][cH:31][cH:32][cH:33]3)[CH2:19][CH2:20][CH:21]([OH:27])[CH:22]3[CH2:23][N:24]([C:47]([CH2:46][c:41]4[c:40]([O:39][CH2:38][CH2:37][CH2:36][N:35]([CH3:34])[CH3:50])[cH:45][cH:44][cH:43][cH:42]4)=[O:48])[CH2:25][CH:26]23)[cH:13][cH:14][cH:15][cH:16][cH:17]1. The reactants are ClC1=NC=C(C=C1)C#CC=1N=C(SC1)C (2-chloro-5-[(2-methyl-1,3-thiazol-4-yl)ethynyl]pyridine), FC1=C(C=CC=C1)B(O)O (2-fluorophenylboronic acid), C([O-])([O-])=O.[K+].[K+] (potassium carbonate). Reagents/catalysts: Cl[Pd]([P](C1=CC=CC=C1)(C2=CC=CC=C2)C3=CC=CC=C3)([P](C4=CC=CC=C4)(C5=CC=CC=C5)C6=CC=CC=C6)Cl (dichlorobis(triphenylphosphine)palladium(II)). Run at temperature 150 celsius. Product: FC1=C(C=CC=C1)C1=NC=C(C=C1)C#CC=1N=C(SC1)C (2-(2-fluorophenyl)-5-[(2-methyl-1,3-thiazol-4-yl)ethynyl]pyridine). As a reaction SMILES: Cl[C:2]1[CH:7]=[CH:6][C:5]([C:8]#[C:9][C:10]2[N:11]=[C:12]([CH3:15])[S:13][CH:14]=2)=[CH:4][N:3]=1.[F:16][C:17]1[CH:22]=[CH:21][CH:20]=[CH:19][C:18]=1B(O)O.C(=O)([O-])[O-].[K+].[K+]>Cl[Pd](Cl)([P](C1C=CC=CC=1)(C1C=CC=CC=1)C1C=CC=CC=1)[P](C1C=CC=CC=1)(C1C=CC=CC=1)C1C=CC=CC=1>[F:16][C:17]1[CH:22]=[CH:21][CH:20]=[CH:19][C:18]=1[C:2]1[CH:7]=[CH:6][C:5]([C:8]#[C:9][C:10]2[N:11]=[C:12]([CH3:15])[S:13][CH:14]=2)=[CH:4][N:3]=1 |f:2.3.4,^1:34,53|. Procedure: 2-chloro-5-[(2-methyl-1,3-thiazol-4-yl)ethynyl]pyridine (0.43 mmol, 100 mg), 2-fluorophenylboronic acid (0.47 mmol, 66 mg), dichlorobis(triphenylphosphine)palladium(II) (0.03 mmol, 18 mg), and potassium carbonate (1.72 mmol, 238 mg) were added to deoxygenated DME:water (1:1, 3 mL) at room temperature. The reaction was heated for 5 min at 150° C. via microwave irradiation, then partitioned in a separatory funnel with EtOAc (100 mL) and water (30 mL). The organic layer was washed with one addition... The reactants are O=C([O-])O, CCCN(CCC)C(=O)CCl, ClCCl, Nc1nc(N)c(C(=O)N=C2NCC3(CCN(C(=O)CCc4ccc(OCC(=O)O)cc4)CC3)N2)nc1Cl, [Na+], CN(C)C=O, O. The product is CCCN(CCC)C(=O)COC(=O)COc1ccc(CCC(=O)N2CCC3(CC2)CNC(=NC(=O)c2nc(Cl)c(N)nc2N)N3)cc1. RXN SMILES: [C:49](=[O:50])([O-:51])[OH:52].[Cl:38][CH2:39][C:40](=[O:41])[N:42]([CH2:43][CH2:44][CH3:45])[CH2:46][CH2:47][CH3:48].[Cl:60][CH2:61][Cl:62].[NH2:1][c:2]1[c:3]([C:10](=[O:11])[N:12]=[C:13]2[NH:14][C:15]3([CH2:16][NH:17]2)[CH2:18][CH2:19][N:20]([C:23]([CH2:24][CH2:25][c:26]2[cH:27][cH:28][c:29]([O:30][CH2:31][C:32](=[O:33])[OH:34])[cH:35][cH:36]2)=[O:37])[CH2:21][CH2:22]3)[n:4][c:5]([Cl:9])[c:6]([NH2:8])[n:7]1.[Na+:53].[O:54]=[CH:55][N:56]([CH3:57])[CH3:58].[OH2:59]>>[NH2:1][c:2]1[c:3]([C:10](=[O:11])[N:12]=[C:13]2[NH:14][C:15]3([CH2:16][NH:17]2)[CH2:18][CH2:19][N:20]([C:23]([CH2:24][CH2:25][c:26]2[cH:27][cH:28][c:29]([O:30][CH2:31][C:32]([O:33][CH2:39][C:40](=[O:41])[N:42]([CH2:43][CH2:44][CH3:45])[CH2:46][CH2:47][CH3:48])=[O:34])[cH:35][cH:36]2)=[O:37])[CH2:21][CH2:22]3)[n:4][c:5]([Cl:9])[c:6]([NH2:8])[n:7]1. Reactants: ClC=1C=C(C=CC1Cl)C(CN)CCOC1OCCCC1 (2-(3,4-dichlorophenyl)-4-(tetrahydropyran-2-yloxy)butylamine). Run in CO (methanol), Cl (hydrochloric acid). Run at time 3 hour. Product: ClC=1C=C(C=CC1Cl)C(CN)CCO (2- (3,4-Dichlorophenyl) -4-hydroxybutylamine). Yield: 90.7%. As a reaction SMILES: [Cl:1][C:2]1[CH:3]=[C:4]([CH:9]([CH2:12][CH2:13][O:14]C2CCCCO2)[CH2:10][NH2:11])[CH:5]=[CH:6][C:7]=1[Cl:8]>CO.Cl>[Cl:1][C:2]1[CH:3]=[C:4]([CH:9]([CH2:12][CH2:13][OH:14])[CH2:10][NH2:11])[CH:5]=[CH:6][C:7]=1[Cl:8]. Procedure details: To a mechanically stirred solution of 2-(3,4-dichlorophenyl)-4-(tetrahydropyran-2-yloxy)butylamine (550 g) in methanol (3300 mL) was added in one portion 6.0N hydrochloric acid (352 mL), resulting in a slight exotherm. After being stirred for 3 hours, the reaction mixture was evaporated, and the residue was diluted with water to 3 L volume. This solution was extracted with ether (2 times 500 mL), basified with sodium hydroxide pellets (100 g), and extracted with ethyl acetate (4 times 500 mL). T... Reactants: C(CN)N (Ethylenediamine), C(=O)C=1C=NC=NC1 (5-formylpyrimidine). Solvent: C1=CC=CC=C1 (benzene). Conditions: time 5 hour. The product is N1=CN=CC(=C1)CNCCN (N-(5-pyrimidinylmethyl)ethylenediamine). Isolated yield 84.8%. As a reaction SMILES: [CH2:1]([NH2:4])[CH2:2][NH2:3].[CH:5]([C:7]1[CH:8]=[N:9][CH:10]=[N:11][CH:12]=1)=O>C1C=CC=CC=1>[N:9]1[CH:8]=[C:7]([CH2:5][NH:3][CH2:2][CH2:1][NH2:4])[CH:12]=[N:11][CH:10]=1. Procedure details: Ethylenediamine (60 g) was dissolved in benzene (200 ml), and 5-formylpyrimidine (21.6 g) was added at room temperature. Subsequently, the mixture was heated, and refluxed for 3 hours while removing water as an azeotrope. After the reaction, benzene and the excess of ethylenediamine were distilled off under reduced pressure. The residue was dissolved in ethanol (200 ml). Sodium borohydride (8.4 g) was added portionwise to this solution at room temperature, and subsequently the mixture was stirre... Reactants: ClC=1C=C(C=CC1)O (3-chlorophenol), ClC=1C(=CC2=C(C=C(C(O2)C(F)(F)F)C(=O)OCC)C1)F (ethyl 6-chloro-7-fluoro-2-(trifluoromethyl)-2H-1-benzopyran-3-carboxylate). The product is ClC=1C(=CC2=C(C=C(C(O2)C(F)(F)F)C(=O)O)C1)OC1=CC(=CC=C1)Cl (6-Chloro-7-(3-chlorophenoxy)-2-(trifluoromethyl)-2H-1-benzopyran-3-carboxylic Acid). RXN SMILES: [Cl:1][C:2]1[CH:3]=[C:4]([OH:8])[CH:5]=[CH:6][CH:7]=1.[Cl:9][C:10]1[C:11](F)=[CH:12][C:13]2[O:18][CH:17]([C:19]([F:22])([F:21])[F:20])[C:16]([C:23]([O:25]CC)=[O:24])=[CH:15][C:14]=2[CH:28]=1>>[Cl:9][C:10]1[C:11]([O:8][C:4]2[CH:5]=[CH:6][CH:7]=[C:2]([Cl:1])[CH:3]=2)=[CH:12][C:13]2[O:18][CH:17]([C:19]([F:21])([F:20])[F:22])[C:16]([C:23]([OH:25])=[O:24])=[CH:15][C:14]=2[CH:28]=1. Procedure: The title compound was prepared from 3-chlorophenol and ethyl 6-chloro-7-fluoro-2-(trifluoromethyl)-2H-1-benzopyran-3-carboxylate (Example 183, Step 2) via a procedure similar to that described in Example 183, Steps 3 and 4: mp 174.1-176.1° C. 1H NMR (acetone-d6/300 MHz) 7.91 (s, 1H), 7.73 (s, 1H), 7.48 (m, 1H), 7.29 (d, 1H, J=7.5 Hz), 7.17 (d, 1H, J=2.0 Hz), 7.08 (d, 1H, J=8.3 Hz), 6.73 (s, 1H), 5.85 (q, 1H, J=7.0 Hz). 19F NMR (acetone-d6/282 MHz) −79.4 (d, J=6.5 Hz) FABLRMS m/z 403 (M−H). ESHR... Reactants: CCCO, CC(=O)[O-], CN(C)c1ccc(C=O)c(Cl)c1, CCC[N+](=O)[O-], [NH4+], O. Product: CCC(=Cc1ccc(N(C)C)cc1Cl)[N+](=O)[O-]. RXN SMILES: [CH2:25]([OH:26])[CH2:27][CH3:28].[CH3:20][C:21](=[O:22])[O-:23].[Cl:1][c:2]1[c:3]([CH:4]=[O:5])[cH:6][cH:7][c:8]([N:10]([CH3:11])[CH3:12])[cH:9]1.[N+:13](=[O:14])([O-:15])[CH2:16][CH2:17][CH3:18].[NH4+:19].[OH2:24]>>[Cl:1][c:2]1[c:3]([CH:4]=[C:16]([N+:13](=[O:14])[O-:15])[CH2:17][CH3:18])[cH:6][cH:7][c:8]([N:10]([CH3:11])[CH3:12])[cH:9]1.